This data is from the Open Reaction Database (ORD), a public repository of structured organic reaction records. The task is: describe an organic reaction: reactants, conditions, products, and yield The reactants are ClC=1C=C(C=C(C1)Cl)C1(CNCC1)C(F)(F)F (3-(3,5-Dichlorophenyl)-3-(trifluoromethyl)pyrrolidine), FC1=CC(=C(C#N)C=C1)C(F)(F)F (4-fluoro-2-trifluoromethylbenzonitrile), C([O-])([O-])=O.[K+].[K+] (potassium carbonate), CN(C=O)C (N,N-dimethylformamide). The solvent is C(C)(=O)OCC (ethyl acetate). Run at temperature 110 celsius, time 4 hour. Yields the product ClC=1C=C(C=C(C1)Cl)C1(CN(CC1)C1=CC(=C(C#N)C=C1)C(F)(F)F)C(F)(F)F (4-[3-(3,5-dichlorophenyl)-3-(trifluoromethyl)pyrrolidin-1-yl]-2-(trifluoromethyl)-benzonitrile). Isolated yield 42.5%. Reaction SMILES: [Cl:1][C:2]1[CH:3]=[C:4]([C:9]2([C:14]([F:17])([F:16])[F:15])[CH2:13][CH2:12][NH:11][CH2:10]2)[CH:5]=[C:6]([Cl:8])[CH:7]=1.F[C:19]1[CH:26]=[CH:25][C:22]([C:23]#[N:24])=[C:21]([C:27]([F:30])([F:29])[F:28])[CH:20]=1.C(=O)([O-])[O-].[K+].[K+].CN(C)C=O>C(OCC)(=O)C>[Cl:8][C:6]1[CH:5]=[C:4]([C:9]2([C:14]([F:17])([F:16])[F:15])[CH2:13][CH2:12][N:11]([C:19]3[CH:26]=[CH:25][C:22]([C:23]#[N:24])=[C:21]([C:27]([F:28])([F:30])[F:29])[CH:20]=3)[CH2:10]2)[CH:3]=[C:2]([Cl:1])[CH:7]=1 |f:2.3.4|. Procedure details: 3-(3,5-Dichlorophenyl)-3-(trifluoromethyl)pyrrolidine (5.6 g), 4-fluoro-2-trifluoromethylbenzonitrile (4.5 g) and potassium carbonate (5.4 g) were added to N,N-dimethylformamide (50 mL), and the mixture was stirred at 110° C. for 4 hours. After cooling the mixture to room temperature, the solution was diluted with ethyl acetate and washed with water three times. The organic layer was dried over anhydrous magnesium sulfate. The solvent was evaporated off under reduced pressure, and the residue wa... Reaction SMILES: [CH3:1][O:2][C:3](=[O:14])[CH2:4][O:5][C:6]1[CH:11]=[CH:10][C:9]([F:12])=[C:8]([NH2:13])[CH:7]=1.C([O:17][C:18](=O)[CH:19]([CH2:24][C:25]1[CH:30]=[CH:29][C:28]([O:31][CH3:32])=[CH:27][CH:26]=1)[C:20](=O)[CH2:21][CH3:22])C>>[CH3:1][O:2][C:3](=[O:14])[CH2:4][O:5][C:6]1[CH:11]=[CH:10][C:9]([F:12])=[C:8]2[C:7]=1[C:18](=[O:17])[C:19]([CH2:24][C:25]1[CH:26]=[CH:27][C:28]([O:31][CH3:32])=[CH:29][CH:30]=1)=[C:20]([CH2:21][CH3:22])[NH:13]2. Procedure details: The title compound was prepared by the method of Preparation 1c using (3-amino-4-fluorophenoxy)acetic acid methyl ester and 2-(4-methoxybenzyl)-3-oxopentanoic acid ethyl ester. Reactants: 1c, COC(COC1=CC(=C(C=C1)F)N)=O ((3-amino-4-fluorophenoxy)acetic acid methyl ester), C(C)OC(C(C(CC)=O)CC1=CC=C(C=C1)OC)=O (2-(4-methoxybenzyl)-3-oxopentanoic acid ethyl ester). The product is COC(COC1=C2C(C(=C(NC2=C(C=C1)F)CC)CC1=CC=C(C=C1)OC)=O)=O ([2-ethyl-8-fluoro-3-(4-methoxybenzyl)-4-oxo-1,4-dihydroquinolin-5-yloxy]acetic acid methyl ester). Reactants: O=Cc1cccc2c1OCCO2, [K+], [K+], O=[Mn](=O)(=O)[O-], [OH-], O. Product: O=C(O)c1cccc2c1OCCO2. Reaction SMILES: [CH2:1]1[O:2][c:3]2[c:4]([CH:5]=[O:6])[cH:7][cH:8][cH:9][c:10]2[O:11][CH2:12]1.[K+:18].[K+:20].[Mn:13](=[O:14])([O-:15])(=[O:16])=[O:17].[OH-:19].[OH2:21]>>[CH2:1]1[O:2][c:3]2[c:4]([C:5](=[O:6])[OH:14])[cH:7][cH:8][cH:9][c:10]2[O:11][CH2:12]1. Reactants: ClC=1C=C(C=CC1S(=O)(=O)C)C(C(C=C)=O)CC1CCOCC1 (4-[3-chloro-4-(methylsulfonyl)phenyl]-5-(tetrahydro-2H-pyran-4-yl)pent-1-en-3-one), C(C)O (ethanol), O1CCCC1 (tetrahydrofuran), CC1(OCC(O1)C=1C=CC(=NC1)C=O)C (5-(2,2-dimethyl-1,3-dioxolan-4-yl)pyridine-2-carbaldehyde). Reagents/catalysts: [Cl-].C(C1=CC=CC=C1)[N+]1=CSC(=C1C)CCO (3-benzyl-5-(2-hydroxyethyl)-4-methyl-1,3-thiazol-3-ium chloride). The solvent is C(C)N(CC)CC (triethylamine), C(C)(=O)OCC (ethyl acetate). Yields the product ClC=1C=C(C=CC1S(=O)(=O)C)C(C(CCC(=O)C1=NC=C(C=C1)C1OC(OC1)(C)C)=O)CC1CCOCC1 (5-[3-chloro-4-(methylsulfonyl)phenyl]-1-[5-(2,2-dimethyl-1,3-dioxolan-4-yl)pyridin-2-yl]-6-(tetrahydro-2H-pyran-4-yl)hexane-1,4-dione). Isolated yield 78.4%. RXN SMILES: [Cl:1][C:2]1[CH:3]=[C:4]([CH:12]([CH2:17][CH:18]2[CH2:23][CH2:22][O:21][CH2:20][CH2:19]2)[C:13](=[O:16])[CH:14]=[CH2:15])[CH:5]=[CH:6][C:7]=1[S:8]([CH3:11])(=[O:10])=[O:9].C(O)C.O1CCCC1.[CH3:32][C:33]1([CH3:46])[O:37][CH:36]([C:38]2[CH:39]=[CH:40][C:41]([CH:44]=[O:45])=[N:42][CH:43]=2)[CH2:35][O:34]1>[Cl-].C([N+]1C(C)=C(CCO)SC=1)C1C=CC=CC=1.C(OCC)(=O)C.C(N(CC)CC)C>[Cl:1][C:2]1[CH:3]=[C:4]([CH:12]([CH2:17][CH:18]2[CH2:23][CH2:22][O:21][CH2:20][CH2:19]2)[C:13](=[O:16])[CH2:14][CH2:15][C:44]([C:41]2[CH:40]=[CH:39][C:38]([CH:36]3[CH2:35][O:34][C:33]([CH3:46])([CH3:32])[O:37]3)=[CH:43][N:42]=2)=[O:45])[CH:5]=[CH:6][C:7]=1[S:8]([CH3:11])(=[O:9])=[O:10] |f:4.5|. Procedure: To a solution of 4-[3-chloro-4-(methylsulfonyl)phenyl]-5-(tetrahydro-2H-pyran-4-yl)pent-1-en-3-one (500 mg) in a mixed solvent of ethanol (3 mL) and tetrahydrofuran (3 mL) were added 5-(2,2-dimethyl-1,3-dioxolan-4-yl)pyridine-2-carbaldehyde (320 mg), 3-benzyl-5-(2-hydroxyethyl)-4-methyl-1,3-thiazol-3-ium chloride (42.0 mg) and triethylamine (84 μL), and the mixture was stirred with heating under reflux for 4 hr under argon atmosphere. After cooling to room temperature, the reaction mixture was d... Reactants: C(=O)([O-])[O-].[K+].[K+] (K2CO3), ClCC=1C=NC(=CC1)C(F)(F)F (3-(chloromethyl)-6-(trifluoromethyl)pyridine), BrC=1C=2N(C=CC1C1=CC=C(C=C1)Cl)C(NN2)=O (8-bromo-7-(4-chlorophenyl)-[1,2,4]triazolo[4,3-a]pyridin-3(2H)-one). Run in O (water), CN(C)C=O (DMF). Reaction conditions: time 3 day. Yields the product BrC=1C=2N(C=CC1C1=CC=C(C=C1)Cl)C(N(N2)CC=2C=NC(=CC2)C(F)(F)F)=O (8-bromo-7-(4-chlorophenyl)-2-((6-(trifluoromethyl)pyridin-3-yl)methyl)-[1,2,4]triazolo[4,3-a]pyridin-3(2H)-one). The yield is 91.0%. Reaction SMILES: [Br:1][C:2]1[C:3]2[N:4]([C:15](=[O:18])[NH:16][N:17]=2)[CH:5]=[CH:6][C:7]=1[C:8]1[CH:13]=[CH:12][C:11]([Cl:14])=[CH:10][CH:9]=1.C([O-])([O-])=O.[K+].[K+].Cl[CH2:26][C:27]1[CH:28]=[N:29][C:30]([C:33]([F:36])([F:35])[F:34])=[CH:31][CH:32]=1>CN(C=O)C.O>[Br:1][C:2]1[C:3]2[N:4]([C:15](=[O:18])[N:16]([CH2:26][C:27]3[CH:28]=[N:29][C:30]([C:33]([F:36])([F:34])[F:35])=[CH:31][CH:32]=3)[N:17]=2)[CH:5]=[CH:6][C:7]=1[C:8]1[CH:9]=[CH:10][C:11]([Cl:14])=[CH:12][CH:13]=1 |f:1.2.3|. Procedure: To a stirred mixture of 8-bromo-7-(4-chlorophenyl)-[1,2,4]triazolo[4,3-a]pyridin-3(2H)-one (3.24 g, 10.0 mmol) in DMF (15 mL) at room temperature under argon was added K2CO3 (2.76 g, 20.0 mmol) and 3-(chloromethyl)-6-(trifluoromethyl)pyridine (2.34 g, 12.0 mmol). After stirring at room temperature for 3 d, HPLC indicated approximately 70% complete reaction. The mixture was then heated to 60° C. for 5 h, after which HPLC indicated complete reaction. The mixture was cooled to room temperature, dil...